This data is from the Open Reaction Database (ORD), a public repository of structured organic reaction records. The task is: describe an organic reaction: reactants, conditions, products, and yield Reactants: C(C)(C)(C)OC(N[C@H](CC1=CC2=CC=CC=C2C=C1)C(N[C@H](CC1=CC=CC=C1)C1=NC(=NO1)C)=O)=O ({(1R)-1-{(1R)-1-(3-Methyl-[1,2,4]oxadiazol-5-yl)-2-phenylethylcarbamoyl}-2-(2-naphthyl)ethyl}carbamic acid tertbutyl ester), Cl (hydrogen chloride). Run in C(C)(=O)OCC (ethyl acetate), C(C)(=O)OCC (ethyl acetate). Reaction conditions: time 3 hour. Product: Cl.N[C@@H](C(=O)N[C@H](CC1=CC=CC=C1)C1=NC(=NO1)C)CC1=CC2=CC=CC=C2C=C1 ((2R)-2-amino-N-[(1R)-1-(3-methyl-[1,2,4]oxadiazol-5-yl)-2-phenylethyl]-3-(2-naphthyl)propionamide hydrochloride). RXN SMILES: C(OC(=O)[NH:7][C@@H:8]([C:20](=[O:36])[NH:21][C@@H:22]([C:30]1[O:34][N:33]=[C:32]([CH3:35])[N:31]=1)[CH2:23][C:24]1[CH:29]=[CH:28][CH:27]=[CH:26][CH:25]=1)[CH2:9][C:10]1[CH:19]=[CH:18][C:17]2[C:12](=[CH:13][CH:14]=[CH:15][CH:16]=2)[CH:11]=1)(C)(C)C.[ClH:38]>C(OCC)(=O)C>[ClH:38].[NH2:7][C@H:8]([CH2:9][C:10]1[CH:19]=[CH:18][C:17]2[C:12](=[CH:13][CH:14]=[CH:15][CH:16]=2)[CH:11]=1)[C:20]([NH:21][C@@H:22]([C:30]1[O:34][N:33]=[C:32]([CH3:35])[N:31]=1)[CH2:23][C:24]1[CH:25]=[CH:26][CH:27]=[CH:28][CH:29]=1)=[O:36] |f:3.4|. Reported procedure: {(1R)-1-{(1R)-1-(3-Methyl-[1,2,4]oxadiazol-5-yl)-2-phenylethylcarbamoyl}-2-(2-naphthyl)ethyl}carbamic acid tertbutyl ester (4.5 g, 8.99 mmol) was suspended in ethyl acetate (50 ml) and a saturated mixture of hydrogen chloride in ethyl acetate (45 ml) was added. After 3 h at 20° C., the reaction mixture was filtered to give 3.17 g of (2R)-2-amino-N-[(1R)-1-(3-methyl-[1,2,4]oxadiazol-5-yl)-2-phenylethyl]-3-(2-naphthyl)propionamide hydrochloride.